The task is: describe an organic reaction: reactants, conditions, products, and yield. This data is from the Open Reaction Database (ORD), a public repository of structured organic reaction records. The reactants are [BH4-], CO, O=C(NCC12CC3CC(CC(C3)C1)C2)c1cc(C=C2C=NCCC2)ccc1Cl, Cl, [Na+]. Yields the product O=C(NCC12CC3CC(CC(C3)C1)C2)c1cc(C=C2CCCNC2)ccc1Cl. RXN SMILES: [BH4-:1].[CH3:32][OH:33].[Cl:3][c:4]1[c:5]([C:6](=[O:7])[NH:8][CH2:9][C:10]23[CH2:11][CH:12]4[CH2:13][CH:14]([CH2:15][CH:16]([CH2:17]2)[CH2:18]4)[CH2:19]3)[cH:20][c:21]([CH:24]=[C:25]2[CH:26]=[N:27][CH2:28][CH2:29][CH2:30]2)[cH:22][cH:23]1.[ClH:31].[Na+:2]>>[Cl:3][c:4]1[c:5]([C:6](=[O:7])[NH:8][CH2:9][C:10]23[CH2:11][CH:12]4[CH2:13][CH:14]([CH2:15][CH:16]([CH2:17]2)[CH2:18]4)[CH2:19]3)[cH:20][c:21]([CH:24]=[C:25]2[CH2:26][NH:27][CH2:28][CH2:29][CH2:30]2)[cH:22][cH:23]1. Reactants: O=C(CCC(=O)O)C1=CC=C(C=C1)OC (4-Oxo-4-(4-methoxyphenyl)butanoic acid), Br (HBr), C(C)(=O)O (acetic acid). The solvent is O (water). Product: O=C(CCC(=O)OC)C1=CC=C(C=C1)O (Methyl 4-oxo-4-(4-hydroxyphenyl)butanoate). Reaction SMILES: [O:1]=[C:2]([C:8]1[CH:13]=[CH:12][C:11]([O:14]C)=[CH:10][CH:9]=1)[CH2:3][CH2:4][C:5]([OH:7])=[O:6].Br.[C:17](O)(=O)C>O>[O:1]=[C:2]([C:8]1[CH:13]=[CH:12][C:11]([OH:14])=[CH:10][CH:9]=1)[CH2:3][CH2:4][C:5]([O:7][CH3:17])=[O:6]. Reported procedure: A mixture of the compound from Step 1 (77.3 g), 48% HBr (310 ml), and acetic acid (620 ml) was heated under reflux for 18 hours. The resulting mixture was cooled to room temperature and poured into 3 liters of water. The resulting solution was extracted with ethyl acetate (3×500 ml). The combined organic layers were washed with water (4×200 ml), dried over Na2SO4, the solvents were removed by evaporation and the residue was dissolved in 10% HCl/methanol (500 ml). After 10 hours at room temperatu... Reactants: Cl (hydrochloride), CN1CCOCC1 (N-methylmorpholine), N1=CC(=CC=C1)C1SCC(N1)C(=O)O (2-(3-pyridyl)thiazolidine-4-carboxylic acid), ON1N=NC2=C1C=CC=C2 (1-hydroxybenzotriazole), C(O)([O-])=O.[Na+] (sodium hydrogen carbonate), O1C(=CC=C1)CCCN1CCNCC1 (1-[3-(2-furyl)propyl]piperazine), C1(CCCCC1)N=C=NC1CCCCC1 (dicyclohexylcarbodiimide). The solvent is CN(C=O)C (N,N-dimethylformamide), CN(C=O)C (N,N-dimethylformamide), O (water), C(C)(=O)OCC (Ethyl acetate). Run at time 8 hour. The product is O1C(=CC=C1)CCCN1CCN(CC1)C(=O)C1NC(SC1)C=1C=NC=CC1 (1-[3-(2-furyl)-propyl]-4-[2-(3-pyridyl)thiazolidine-4-ylcarbonyl]piperazine). Reaction SMILES: [N:1]1[CH:6]=[CH:5][CH:4]=[C:3]([CH:7]2[NH:11][CH:10]([C:12]([OH:14])=O)[CH2:9][S:8]2)[CH:2]=1.[O:15]1[CH:19]=[CH:18][CH:17]=[C:16]1[CH2:20][CH2:21][CH2:22][N:23]1[CH2:28][CH2:27][NH:26][CH2:25][CH2:24]1.Cl.CN1CCOCC1.ON1C2C=CC=CC=2N=N1.C1(N=C=NC2CCCCC2)CCCCC1.C(=O)([O-])O.[Na+]>O.C(OCC)(=O)C.CN(C)C=O>[O:15]1[CH:19]=[CH:18][CH:17]=[C:16]1[CH2:20][CH2:21][CH2:22][N:23]1[CH2:28][CH2:27][N:26]([C:12]([CH:10]2[CH2:9][S:8][CH:7]([C:3]3[CH:2]=[N:1][CH:6]=[CH:5][CH:4]=3)[NH:11]2)=[O:14])[CH2:25][CH2:24]1 |f:6.7|. Reported procedure: To a mixture solution of 2-(3-pyridyl)thiazolidine-4-carboxylic acid 0.5 g, 1-[3-(2-furyl)propyl]piperazine.2 hydrochloride 0.54 g and N,N-dimethylformamide 5 ml were added N-methylmorpholine 0.2 g and N,N-dimethylformamide 2 ml under ice-cooling. Further 1-hydroxybenzotriazole 0.4 g was added, then dicyclohexylcarbodiimide 0.46 g added and the mixture was stirred overnight at room temperature. Ethyl acetate 50 ml and water 10 ml were added, the solution basified with sodium hydrogen carbonate, ... The reactants are ClC1=CC=NC2=CC(=C(C=C12)OC)OC (4-chloro-6,7-dimethoxyquinoline), C(C1=CC=CC=C1)(=O)C1CC(N(C1)C1=CC(=C(C=C1)O)F)=O (4-benzoyl-1-(3-fluoro-4-hydroxyphenyl)pyrrolidin-2-one). The reagents and catalysts are CN(C)C=1C=CN=CC1 (DMAP). Run in O1CCOCC1 (dioxane), CCOC(=O)C (EtOAc). Reaction conditions: temperature 160 celsius. Product: C(C1=CC=CC=C1)(=O)C1CC(N(C1)C1=CC(=C(C=C1)OC1=CC=NC2=CC(=C(C=C12)OC)OC)F)=O (4-benzoyl-1-(4-(6,7-dimethoxyquinolin-4-yloxy)-3 fluorophenyl)pyrrolidin-2-one). As a reaction SMILES: Cl[C:2]1[C:11]2[C:6](=[CH:7][C:8]([O:14][CH3:15])=[C:9]([O:12][CH3:13])[CH:10]=2)[N:5]=[CH:4][CH:3]=1.[C:16]([CH:24]1[CH2:28][N:27]([C:29]2[CH:34]=[CH:33][C:32]([OH:35])=[C:31]([F:36])[CH:30]=2)[C:26](=[O:37])[CH2:25]1)(=[O:23])[C:17]1[CH:22]=[CH:21][CH:20]=[CH:19][CH:18]=1>CN(C1C=CN=CC=1)C.O1CCOCC1.CCOC(C)=O>[C:16]([CH:24]1[CH2:28][N:27]([C:29]2[CH:34]=[CH:33][C:32]([O:35][C:2]3[C:11]4[C:6](=[CH:7][C:8]([O:14][CH3:15])=[C:9]([O:12][CH3:13])[CH:10]=4)[N:5]=[CH:4][CH:3]=3)=[C:31]([F:36])[CH:30]=2)[C:26](=[O:37])[CH2:25]1)(=[O:23])[C:17]1[CH:18]=[CH:19][CH:20]=[CH:21][CH:22]=1. Procedure details: A mixture of 4-chloro-6,7-dimethoxyquinoline (0.38 g, 1.67 mmol), 4-benzoyl-1-(3-fluoro-4-hydroxyphenyl)pyrrolidin-2-one (Step 3, 0.40 g, 1.67 mmol) and DMAP (0.204 g, 1.67 mmol) in 4 mL of dioxane (in a microwave tube) was heated in a microwave (Personal Chemistry, Emrys Optimizer) at 160° C. for 1 h. The mixture was cooled to RT and diluted with 50 mL of EtOAc. The solution was washed with 20 mL of satd. NaHCO3 followed by 20 mL of brine, dried over Na2SO4 and concentrated in vacuo. The residu...